This data is from the Open Reaction Database (ORD), a public repository of structured organic reaction records. The task is: describe an organic reaction: reactants, conditions, products, and yield Starting materials: TEA, CC1=NC2=CC=CC=C2C(=C1)N1CCNCC1 (2-Methyl-4-piperazin-1-yl-quinoline), C(\C=C\CC)(=O)Cl ((E)-pent-2-enoyl chloride). Solvent: ClCCl (dichloromethane), ClCCl (dichloromethane). Conditions: time 15 minute. Yields the product CC1=NC2=CC=CC=C2C(=C1)N1CCN(CC1)C(\C=C\CC)=O ((E)-1-[4-(2-Methyl-4-quinolyl)piperazin-1-yl]pent-2-en-1-one). Yield: 88.0%. As a reaction SMILES: [CH3:1][C:2]1[CH:11]=[C:10]([N:12]2[CH2:17][CH2:16][NH:15][CH2:14][CH2:13]2)[C:9]2[C:4](=[CH:5][CH:6]=[CH:7][CH:8]=2)[N:3]=1.[C:18](Cl)(=[O:23])/[CH:19]=[CH:20]/[CH2:21][CH3:22]>ClCCl>[CH3:1][C:2]1[CH:11]=[C:10]([N:12]2[CH2:17][CH2:16][N:15]([C:18](=[O:23])/[CH:19]=[CH:20]/[CH2:21][CH3:22])[CH2:14][CH2:13]2)[C:9]2[C:4](=[CH:5][CH:6]=[CH:7][CH:8]=2)[N:3]=1. Procedure details: 2-Methyl-4-piperazin-1-yl-quinoline (113.7 mg, 0.5 mmol) was dissolved in anhydrous dichloromethane (1 ml), TEA (77 μl, 0.5 mmol) followed by (E)-pent-2-enoyl chloride (65 mg, 0.55 mmol dissolved in 1 ml anhydrous dichloromethane) were added and the mixture was shaken for 15 minutes. The mixture was diluted with dichloromethane, washed with 5% sodium bicarbonate solution and water and the organic phase was evaporated to dryness under reduced pressure. The residue was purified by preparative HPLC... The reactants are O=C(O)c1ccccc1NCc1ccnc(Br)c1, O=C([O-])O, Cn1cc2ccc(N)cc2n1, CN1CCOCC1, CCCCCC, CN(C)C=O, CC(C)=O, [Na+]. Yields the product Cn1cc2ccc(NC(=O)c3ccccc3NCc3ccnc(Br)c3)cc2n1. Reaction SMILES: [Br:1][c:2]1[n:3][cH:4][cH:5][c:6]([CH2:8][NH:9][c:10]2[c:11]([C:12](=[O:13])[OH:14])[cH:15][cH:16][cH:17][cH:18]2)[cH:7]1.[C:48](=[O:49])([OH:50])[O-:51].[CH3:19][n:20]1[n:21][c:22]2[cH:23][c:24]([NH2:29])[cH:25][cH:26][c:27]2[cH:28]1.[CH3:30][N:31]1[CH2:32][CH2:33][O:34][CH2:35][CH2:36]1.[CH3:37][CH2:38][CH2:39][CH2:40][CH2:41][CH3:42].[CH3:43][N:44]([CH3:45])[CH:46]=[O:47].[CH3:53][C:54](=[O:55])[CH3:56].[Na+:52]>>[Br:1][c:2]1[n:3][cH:4][cH:5][c:6]([CH2:8][NH:9][c:10]2[c:11]([C:12](=[O:14])[NH:29][c:24]3[cH:23][c:22]4[n:21][n:20]([CH3:19])[cH:28][c:27]4[cH:26][cH:25]3)[cH:15][cH:16][cH:17][cH:18]2)[cH:7]1. Starting materials: O=C(CBr)c1ccccc1, CN(C)C=O, [Li+], [Li+], O=C([O-])[O-], O=C(c1cc(O)c(O)c(O)c1)c1ccc(O)c(O)c1O. The product is O=C(COc1c(O)cc(C(=O)c2ccc(O)c(O)c2O)cc1O)c1ccccc1. As a reaction SMILES: [Br:7][CH2:8][C:9](=[O:10])[c:11]1[cH:12][cH:13][cH:14][cH:15][cH:16]1.[CH3:37][N:38]([CH3:39])[CH:40]=[O:41].[Li+:1].[Li+:2].[O-:3][C:4](=[O:5])[O-:6].[OH:17][c:18]1[c:19]([C:26](=[O:27])[c:28]2[cH:29][c:30]([OH:36])[c:31]([OH:35])[c:32]([OH:34])[cH:33]2)[cH:20][cH:21][c:22]([OH:25])[c:23]1[OH:24]>>[CH2:8]([C:9](=[O:10])[c:11]1[cH:12][cH:13][cH:14][cH:15][cH:16]1)[O:35][c:31]1[c:30]([OH:36])[cH:29][c:28]([C:26]([c:19]2[c:18]([OH:17])[c:23]([OH:24])[c:22]([OH:25])[cH:21][cH:20]2)=[O:27])[cH:33][c:32]1[OH:34]. The reactants are ClCCl, CC(C)(C)OC(=O)n1ncc2cc(Nc3nc(-c4cccc(NC(=O)N5CCOCC5)c4)nc4ccccc34)ccc21. Product: O=C(Nc1cccc(-c2nc(Nc3ccc4[nH]ncc4c3)c3ccccc3n2)c1)N1CCOCC1. As a reaction SMILES: [Cl:43][CH2:44][Cl:45].[O:1]1[CH2:2][CH2:3][N:4]([C:7](=[O:8])[NH:9][c:10]2[cH:11][c:12](-[c:16]3[n:17][c:18]4[cH:19][cH:20][cH:21][cH:22][c:23]4[c:24]([NH:26][c:27]4[cH:28][c:29]5[cH:30][n:31][n:32]([C:36]([O:37][C:38]([CH3:39])([CH3:40])[CH3:41])=[O:42])[c:33]5[cH:34][cH:35]4)[n:25]3)[cH:13][cH:14][cH:15]2)[CH2:5][CH2:6]1>>[O:1]1[CH2:2][CH2:3][N:4]([C:7](=[O:8])[NH:9][c:10]2[cH:11][c:12](-[c:16]3[n:17][c:18]4[cH:19][cH:20][cH:21][cH:22][c:23]4[c:24]([NH:26][c:27]4[cH:28][c:29]5[cH:30][n:31][nH:32][c:33]5[cH:34][cH:35]4)[n:25]3)[cH:13][cH:14][cH:15]2)[CH2:5][CH2:6]1. Reactants: C(C)C=1C=C(C(=O)C2=CC=CC=C2)C=CC1CC (3,4-diethylbenzophenone), [Cl-].[Al+3].[Cl-].[Cl-] (aluminum chloride), COC=1C=C(C(=O)Cl)C=CC1OC (3,4-dimethoxybenzoyl chloride), C(C)C1=C(C=CC=C1)CC (diethylbenzene). The product is C(C)C=1C=C(C=CC1CC)C(C1=CC(=C(C=C1)OC)OC)=O (3',4'-Diethyl-3,4-dimethoxybenzophenone), product. The yield is 20.0%. Reaction SMILES: C(C1C=C(C=CC=1CC)C(C1C=CC=CC=1)=O)C.[CH2:19]([C:21]1[CH:26]=[CH:25][CH:24]=[CH:23][C:22]=1[CH2:27][CH3:28])[CH3:20].[Cl-].[Al+3].[Cl-].[Cl-].[CH3:33][O:34][C:35]1[CH:36]=[C:37]([CH:41]=[CH:42][C:43]=1[O:44][CH3:45])[C:38](Cl)=[O:39]>>[CH2:19]([C:21]1[CH:26]=[C:25]([C:38](=[O:39])[C:37]2[CH:41]=[CH:42][C:43]([O:44][CH3:45])=[C:35]([O:34][CH3:33])[CH:36]=2)[CH:24]=[CH:23][C:22]=1[CH2:27][CH3:28])[CH3:20] |f:2.3.4.5|. Procedure details: 3',4'-Diethyl-3,4-dimethoxybenzophenone was prepared analogously to 3,4-diethylbenzophenone using diethylbenzene (2.5 mL, 15 mmol), aluminum chloride (2.2 g, 16.5 mmol) and 3,4-dimethoxybenzoyl chloride (3 g, 15 mmol) with a reaction time of 3 hours at reflux. The crude product was purified by flash column chromatography (silica gel, 1.5% ethyl acetate/hexane) to afford 0.84 g (20%) of the product as an orange solid: mp 60-61° C.; 1H NMR (CDCl3) δ 7.74-7.15 (m, 5 H), 7.00-6.80 (m, 1 H) 3.96 (s, ... Reactants: FC1=CC=C(C=C1)C(N1CCN(CC1)CC(CSC1=C2NC=NC2=NC=N1)O)C1=CC=C(C=C1)F (6-[1-[1-[bis(4-fluorophenyl)methyl]piperazin-4-yl]-2-hydroxy-3-propanylthio]purine), [H-].[Na+] (NaH), CI (methyl iodide). Run in CN(C)C=O (DMF), CN(C)C=O (DMF). Run at time 1 hour. Yields the product O.CN1C2=NC=NC(=C2N=C1)SCC(CN1CCN(CC1)C(C1=CC=C(C=C1)F)C1=CC=C(C=C1)F)O.CN1C2=NC=NC(=C2N=C1)SCC(CN1CCN(CC1)C(C1=CC=C(C=C1)F)C1=CC=C(C=C1)F)O (9-Methyl-6-[1-[1-[bis(4-fluorophenyl)methyl]piperazin-4-yl]-2-hydroxy-3-propanylthio]purine Hemihydrate). RXN SMILES: [H-].[Na+].[F:3][C:4]1[CH:9]=[CH:8][C:7]([CH:10]([C:31]2[CH:36]=[CH:35][C:34]([F:37])=[CH:33][CH:32]=2)[N:11]2[CH2:16][CH2:15][N:14]([CH2:17][CH:18]([OH:30])[CH2:19][S:20][C:21]3[N:29]=[CH:28][N:27]=[C:26]4[C:22]=3[NH:23][CH:24]=[N:25]4)[CH2:13][CH2:12]2)=[CH:6][CH:5]=1.[CH3:38]I>CN(C=O)C>[OH2:30].[CH3:38][N:25]1[CH:24]=[N:23][C:22]2[C:26]1=[N:27][CH:28]=[N:29][C:21]=2[S:20][CH2:19][CH:18]([OH:30])[CH2:17][N:14]1[CH2:13][CH2:12][N:11]([CH:10]([C:31]2[CH:32]=[CH:33][C:34]([F:37])=[CH:35][CH:36]=2)[C:7]2[CH:8]=[CH:9][C:4]([F:3])=[CH:5][CH:6]=2)[CH2:16][CH2:15]1.[CH3:38][N:25]1[CH:24]=[N:23][C:22]2[C:26]1=[N:27][CH:28]=[N:29][C:21]=2[S:20][CH2:19][CH:18]([OH:30])[CH2:17][N:14]1[CH2:13][CH2:12][N:11]([CH:10]([C:31]2[CH:32]=[CH:33][C:34]([F:37])=[CH:35][CH:36]=2)[C:7]2[CH:8]=[CH:9][C:4]([F:3])=[CH:5][CH:6]=2)[CH2:16][CH2:15]1 |f:0.1,5.6.7|. Procedure: To NaH (5 mmol, 240 mg, 50% in oil, pentane washed and decanted), in DMF (7 mL) was added at -15° C. 6-[1-[1-[bis(4-fluorophenyl)methyl]piperazin-4-yl]-2-hydroxy-3-propanylthio]purine (5 mmol, 2.48 g) in DMF (15 mL) over 5 min. After stirring 1 h, methyl iodide (5 mmol, 0.32 mL) in one portion was added at 0° C. under nitrogen. After one hour, the reaction mixture was concentrated under reduced pressure (1 mm Hg, 60° C.) and the crude solid passed through silica gel using 15% MeOH: CH2Cl2 to giv... Reactants: NC=1SC=C(N1)CC(=O)O ((2-amino-thiazol-4-yl)-acetic acid), C(C)(C)(C)[N+]#[C-] (tert-butylisonitrile), C(C)=O (acetaldehyde). The solvent is Cl(=O)(=O)(=O)O (perchloric acid). Yields the product C(C)(C)(C)NC1=C(N=C2SC=C(N21)CC(=O)O)C ((5-tert-Butylamino-6-methyl-imidazo[2,1-b]thiazol-3-yl)-acetic acid). Reaction SMILES: [NH2:1][C:2]1[S:3][CH:4]=[C:5]([CH2:7][C:8]([OH:10])=[O:9])[N:6]=1.[C:11]([N+:15]#[C-:16])([CH3:14])([CH3:13])[CH3:12].[CH:17](=O)[CH3:18]>Cl(O)(=O)(=O)=O>[C:11]([NH:15][C:16]1[N:6]2[C:2]([S:3][CH:4]=[C:5]2[CH2:7][C:8]([OH:10])=[O:9])=[N:1][C:17]=1[CH3:18])([CH3:14])([CH3:13])[CH3:12]. Procedure: Compound 39 was prepared in accordance with the general synthesis instructions from 1.0 ml (0.1 mmol) (2-amino-thiazol-4-yl)-acetic acid solution (0.1 M, MC), 0.575 ml (0.115 mmol) tert-butylisonitrile solution (0.2 M, MC), 0.500 ml (0.15 mmol) acetaldehyde solution (0.3 M, MC) and 10 μl perchloric acid (w=20%) in a substance library. Reactants: C(=O)(O)CN(CC(=O)O)C1=CC(=CC(=C1)OCCCCC=1C=C2C=C(C(=CC2=CC1)OCC1=CC=CC=C1)OCC1=CC=CC=C1)OCCCCCCCCCCCCCCCCCC (N-(carboxymethyl)-N-[3-(octadecyloxy)-5-[4-[2,3-bis(phenylmethoxy)-6-naphthalenyl]butoxy]phenyl]glycine). Reagents/catalysts: [Pd] (palladium on carbon). The solvent is C1CCOC1 (THF). Reaction conditions: time 6 hour. Product: C(=O)(O)CN(CC(=O)O)C1=CC(=CC(=C1)OCCCCCCCCCCCCCCCCCC)OCCCCC=1C=C2C=C(C(=CC2=CC1)O)O (N-(carboxymethyl)-N-[3-[4-(2,3-dihydroxy-6-naphthalenyl)butoxy]-5-(octadecyloxy)phenyl]glycine). Isolated yield 90.3%. Reaction SMILES: [C:1]([CH2:4][N:5]([C:10]1[CH:15]=[C:14]([O:16][CH2:17][CH2:18][CH2:19][CH2:20][C:21]2[CH:22]=[C:23]3[C:28](=[CH:29][CH:30]=2)[CH:27]=[C:26]([O:31]CC2C=CC=CC=2)[C:25]([O:39]CC2C=CC=CC=2)=[CH:24]3)[CH:13]=[C:12]([O:47][CH2:48][CH2:49][CH2:50][CH2:51][CH2:52][CH2:53][CH2:54][CH2:55][CH2:56][CH2:57][CH2:58][CH2:59][CH2:60][CH2:61][CH2:62][CH2:63][CH2:64][CH3:65])[CH:11]=1)[CH2:6][C:7]([OH:9])=[O:8])([OH:3])=[O:2]>[Pd].C1COCC1>[C:7]([CH2:6][N:5]([C:10]1[CH:11]=[C:12]([O:47][CH2:48][CH2:49][CH2:50][CH2:51][CH2:52][CH2:53][CH2:54][CH2:55][CH2:56][CH2:57][CH2:58][CH2:59][CH2:60][CH2:61][CH2:62][CH2:63][CH2:64][CH3:65])[CH:13]=[C:14]([O:16][CH2:17][CH2:18][CH2:19][CH2:20][C:21]2[CH:22]=[C:23]3[C:28](=[CH:29][CH:30]=2)[CH:27]=[C:26]([OH:31])[C:25]([OH:39])=[CH:24]3)[CH:15]=1)[CH2:4][C:1]([OH:3])=[O:2])([OH:9])=[O:8]. Procedure details: A mixture of 1.16 g of N-(carboxymethyl)-N-[3-(octadecyloxy)-5-[4-[2,3-bis(phenylmethoxy)-6-naphthalenyl]butoxy]phenyl]glycine and 0.35 g of 10% palladium on carbon in 75 ml of THF was stirred under a hydrogen atmosphere until uptake ceased after 6 hours. The catalyst was removed by filtration through a Celite pad and the filtrate was concentrated to a solid which was triturated with hexane and filtered to give 0.835 g (90% yield, mp 153°-155°) of N-(carboxymethyl)-N-[3-[4-(2,3-dihydroxy-6-napht...